This data is from the Open Reaction Database (ORD), a public repository of structured organic reaction records. The task is: describe an organic reaction: reactants, conditions, products, and yield Reactants: OC(c1ccc(OC(F)(F)F)cc1)c1cc(Br)ccc1Cl, CC[SiH](CC)CC, ClCCl. Yields the product FC(F)(F)Oc1ccc(Cc2cc(Br)ccc2Cl)cc1. Reaction SMILES: [Br:1][c:2]1[cH:3][cH:4][c:5]([Cl:21])[c:6]([CH:8]([OH:9])[c:10]2[cH:11][cH:12][c:13]([O:16][C:17]([F:18])([F:19])[F:20])[cH:14][cH:15]2)[cH:7]1.[CH2:22]([SiH:23]([CH2:24][CH3:25])[CH2:26][CH3:27])[CH3:28].[Cl:29][CH2:30][Cl:31]>>[Br:1][c:2]1[cH:3][cH:4][c:5]([Cl:21])[c:6]([CH2:8][c:10]2[cH:11][cH:12][c:13]([O:16][C:17]([F:18])([F:19])[F:20])[cH:14][cH:15]2)[cH:7]1. Starting materials: [Si](C1=CC=CC=C1)(C1=CC=CC=C1)(C(C)(C)C)OCC1=NN=C(O1)[C@H]1N(CCC1)C(=O)OC(C)(C)C ((S)-t-Butyl 2-(5-(((tert-butyldiphenylsilyl)oxy)methyl)-1,3,4-oxadiazol-2-yl)pyrrolidine-1-carboxylate), OP(=O)(O)O (H3PO4), [OH-].[Na+] (NaOH), ice. The solvent is C1CCOC1 (THF), C1CCOC1 (THF). Yields the product [Si](C1=CC=CC=C1)(C1=CC=CC=C1)(C(C)(C)C)OCC=1OC(=NN1)[C@H]1NCCC1 ((S)-2-(((tert-Butyldiphenylsilyl)oxy)methyl)-5-(pyrrolidin-2-yl)-1,3,4-oxadiazole). Yield: 41.0%. Reaction SMILES: [Si:1]([O:18][CH2:19][C:20]1[O:24][C:23]([C@@H:25]2[CH2:29][CH2:28][CH2:27][N:26]2C(OC(C)(C)C)=O)=[N:22][N:21]=1)([C:14]([CH3:17])([CH3:16])[CH3:15])([C:8]1[CH:13]=[CH:12][CH:11]=[CH:10][CH:9]=1)[C:2]1[CH:7]=[CH:6][CH:5]=[CH:4][CH:3]=1.OP(O)(O)=O.[OH-].[Na+]>C1COCC1>[Si:1]([O:18][CH2:19][C:20]1[O:24][C:23]([C@@H:25]2[CH2:29][CH2:28][CH2:27][NH:26]2)=[N:22][N:21]=1)([C:14]([CH3:17])([CH3:16])[CH3:15])([C:2]1[CH:3]=[CH:4][CH:5]=[CH:6][CH:7]=1)[C:8]1[CH:9]=[CH:10][CH:11]=[CH:12][CH:13]=1 |f:2.3|. Reported procedure: To a THF (3.8 mL) solution of the compound (3.832 g) obtained in Example 9-(2), H3PO4 (6.1 mL, 85% aqueous solution) was added and the mixture was stirred at room temperature for an hour. To the reaction mixture, THF (50 mL) was added and the resulting mixture was added to NaOH (150 mL, 1.0 N aqueous solution) and ice (50 g), followed by extraction with CHCl3 (300 mL). The organic layer was dried (Na2SO4), filtered and concentrated to give a crude product, which was further purified by NH-form s... Reactants: C(C)(C)(C)OC(N(CC1=CC2=C(OCCO2)C=C1)C1CCN(CC1)CCN1C(C=CC2=C(C=C(C=C12)OC)Br)=O)=O (tert-butyl(1-(2-(5-bromo-7-methoxy-2-oxoquinolin-1(2H)-yl)ethyl)piperidin-4- yl)(2,3-dihydro-1,4-benzodioxin-6-ylmethyl)carbamate), FC(C(=O)O)(F)F (trifluoroacetic acid). The solvent is ClCCl (dichloromethane). Run at time 2 hour. Product: O1CCOC2=C1C=CC(=C2)CNC2CCN(CC2)CCN2C(C=CC1=CC=C(C=C21)OC)=O (2-(4-((2,3-dihydro-1,4-benzodioxin-6-ylmethyl)amino)piperidin-1-yl)ethyl-7-methoxyquinolin-2(1H)-one). As a reaction SMILES: C(OC(=O)[N:7]([CH:19]1[CH2:24][CH2:23][N:22]([CH2:25][CH2:26][N:27]2[C:36]3[C:31](=[C:32](Br)[CH:33]=[C:34]([O:37][CH3:38])[CH:35]=3)[CH:30]=[CH:29][C:28]2=[O:40])[CH2:21][CH2:20]1)[CH2:8][C:9]1[CH:18]=[CH:17][C:12]2[O:13][CH2:14][CH2:15][O:16][C:11]=2[CH:10]=1)(C)(C)C.FC(F)(F)C(O)=O>ClCCl>[O:13]1[C:12]2[CH:17]=[CH:18][C:9]([CH2:8][NH:7][CH:19]3[CH2:24][CH2:23][N:22]([CH2:25][CH2:26][N:27]4[C:36]5[C:31](=[CH:32][CH:33]=[C:34]([O:37][CH3:38])[CH:35]=5)[CH:30]=[CH:29][C:28]4=[O:40])[CH2:21][CH2:20]3)=[CH:10][C:11]=2[O:16][CH2:15][CH2:14]1. Procedure details: To 2 mL of a dichloromethane solution containing 20 mg of tert-butyl(1-(2-(5-bromo-7-methoxy-2-oxoquinolin-1(2H)-yl)ethyl)piperidin-4- yl)(2,3-dihydro-1,4-benzodioxin-6-ylmethyl)carbamate, 1 mL of trifluoroacetic acid was added and stirred at room temperature for 2 hours. The solvent was removed under reduced pressure, chloroform and water were added, and adjusted to pH 13 with 20% aqueous sodium hydroxide solution. The organic layer was separated, and the aqueous layer was extracted with chloro... Reactants: CC(C)(C)CCO, C=COC(C)=O, [Na+], [Na+], O=C([O-])[O-], c1ccccc1. The product is C=COCCC(C)(C)C. RXN SMILES: [CH3:1][C:2]([CH2:3][CH2:4][OH:5])([CH3:6])[CH3:7].[CH3:8][C:9]([O:10][CH:11]=[CH2:12])=[O:13].[Na+:14].[Na+:15].[O-:16][C:17](=[O:18])[O-:19].[cH:20]1[cH:21][cH:22][cH:23][cH:24][cH:25]1>>[CH3:1][C:2]([CH2:3][CH2:4][O:5][CH:8]=[CH2:9])([CH3:6])[CH3:7]. Starting materials: O=C(O)c1cc(Br)ccc1F, CCOC(=O)C=Cc1cccc(NC(=O)c2ccc(Br)o2)c1. The product is CCOC(=O)C=Cc1cccc(NC(=O)c2cc(Br)ccc2F)c1. Reaction SMILES: [Br:1][c:2]1[cH:3][cH:4][c:5]([F:11])[c:6]([C:7](=[O:8])[OH:9])[cH:10]1.[CH2:12]([CH3:13])[O:14][C:15]([CH:16]=[CH:17][c:18]1[cH:19][c:20]([NH:24][C:25]([c:26]2[o:27][c:28]([Br:29])[cH:30][cH:31]2)=[O:32])[cH:21][cH:22][cH:23]1)=[O:33]>>[Br:1][c:2]1[cH:3][cH:4][c:5]([F:11])[c:6]([C:7](=[O:9])[NH:24][c:20]2[cH:19][c:18]([CH:17]=[CH:16][C:15]([O:14][CH2:12][CH3:13])=[O:33])[cH:23][cH:22][cH:21]2)[cH:10]1. The reactants are C1CCOC1, CCOC(=O)c1ccc(NC(=O)c2ccc3c(c2)C(c2ccc(C)cc2)=CCC3(C)C)cc1, CCO, [Na+], [OH-]. The product is Cc1ccc(C2=CCC(C)(C)c3ccc(C(=O)Nc4ccc(C(=O)O)cc4)cc32)cc1. As a reaction SMILES: [CH2:39]1[O:40][CH2:41][CH2:42][CH2:43]1.[CH3:1][C:2]1([CH3:33])[c:3]2[cH:4][cH:5][c:6]([C:19](=[O:20])[NH:21][c:22]3[cH:23][cH:24][c:25]([C:26](=[O:27])[O:28][CH2:29][CH3:30])[cH:31][cH:32]3)[cH:7][c:8]2[C:9]([c:12]2[cH:13][cH:14][c:15]([CH3:18])[cH:16][cH:17]2)=[CH:10][CH2:11]1.[CH3:36][CH2:37][OH:38].[Na+:35].[OH-:34]>>[CH3:1][C:2]1([CH3:33])[c:3]2[cH:4][cH:5][c:6]([C:19](=[O:20])[NH:21][c:22]3[cH:23][cH:24][c:25]([C:26](=[O:27])[OH:28])[cH:31][cH:32]3)[cH:7][c:8]2[C:9]([c:12]2[cH:13][cH:14][c:15]([CH3:18])[cH:16][cH:17]2)=[CH:10][CH2:11]1. Starting materials: CCOC(C)=O, CNC(=O)c1c(-c2ccc(F)cc2)oc2cc([N+](=O)[O-])c(-c3cccc(C(=O)NC4(c5ccccc5)CC4)c3)cc12, N#N, CN(C)C=O, [Pd]. The product is CNC(=O)c1c(-c2ccc(F)cc2)oc2cc(N)c(-c3cccc(C(=O)NC4(c5ccccc5)CC4)c3)cc12. RXN SMILES: [CH3:44][CH2:45][O:46][C:47](=[O:48])[CH3:49].[F:1][c:2]1[cH:3][cH:4][c:5](-[c:8]2[o:9][c:10]3[c:11]([c:12]2[C:13](=[O:14])[NH:15][CH3:16])[cH:17][c:18](-[c:24]2[cH:25][c:26]([C:30]([NH:31][C:32]4([c:35]5[cH:36][cH:37][cH:38][cH:39][cH:40]5)[CH2:33][CH2:34]4)=[O:41])[cH:27][cH:28][cH:29]2)[c:19]([N+:21]([O-:22])=[O:23])[cH:20]3)[cH:6][cH:7]1.[N:42]#[N:43].[O:50]=[CH:51][N:52]([CH3:53])[CH3:54].[Pd:55]>>[F:1][c:2]1[cH:3][cH:4][c:5](-[c:8]2[o:9][c:10]3[c:11]([c:12]2[C:13](=[O:14])[NH:15][CH3:16])[cH:17][c:18](-[c:24]2[cH:25][c:26]([C:30]([NH:31][C:32]4([c:35]5[cH:36][cH:37][cH:38][cH:39][cH:40]5)[CH2:33][CH2:34]4)=[O:41])[cH:27][cH:28][cH:29]2)[c:19]([NH2:21])[cH:20]3)[cH:6][cH:7]1. Reported procedure: A mixture of 1-(2-oxo-1,2-dihydro-indol-3-ylidene)-1,3-dihydro-isobenzofuran-5-carboxylic acid (100 mg, 0.34 mmol) and 1,1′-carbonyldiimidazole (100 mg, 0.62 mmol) in THF (10 ml) was stirred at room temperature for 16 hours. N,N-diethylethylenediamine (0.25 ml, 1.76 mmol) was added. The mixture was stirred for 15 minutes and poured into water (100 ml). The precipitates were filtered, washed with water and dried under vacuum to give the title compound as a yellow powder (99 mg, 74%). As a reaction SMILES: [O:1]=[C:2]1[C:10](=[C:11]2[C:19]3[C:14](=[CH:15][C:16]([C:20]([OH:22])=O)=[CH:17][CH:18]=3)[CH2:13][O:12]2)[C:9]2[C:4](=[CH:5][CH:6]=[CH:7][CH:8]=2)[NH:3]1.C(N1C=CN=C1)(N1C=CN=C1)=O.[CH2:35]([N:37]([CH2:41][CH3:42])[CH2:38][CH2:39][NH2:40])[CH3:36].O>C1COCC1>[CH2:35]([N:37]([CH2:41][CH3:42])[CH2:38][CH2:39][NH:40][C:20]([C:16]1[CH:15]=[C:14]2[C:19](=[CH:18][CH:17]=1)[C:11](=[C:10]1[C:9]3[C:4](=[CH:5][CH:6]=[CH:7][CH:8]=3)[NH:3][C:2]1=[O:1])[O:12][CH2:13]2)=[O:22])[CH3:36]. Yield: 74.4%. Starting materials: O (water), O=C1NC2=CC=CC=C2C1=C1OCC2=CC(=CC=C12)C(=O)O (1-(2-oxo-1,2-dihydro-indol-3-ylidene)-1,3-dihydro-isobenzofuran-5-carboxylic acid), C(=O)(N1C=NC=C1)N1C=NC=C1 (1,1′-carbonyldiimidazole), C(C)N(CCN)CC (N,N-diethylethylenediamine). Product: C(C)N(CCNC(=O)C=1C=C2COC(C2=CC1)=C1C(NC2=CC=CC=C12)=O)CC (1-(2-Oxo-1,2-dihydro-indol-3-ylidene)-1,3-dihydro-iso benzofuran-5-carboxylic acid (2-diethylamino-ethyl)-amide). Run in C1CCOC1 (THF). Conditions: time 16 hour.